Dataset: the Open Reaction Database (ORD), a public repository of structured organic reaction records. Task: describe an organic reaction: reactants, conditions, products, and yield Starting materials: O=C([O-])[O-], ClCCl, Cc1cc(F)cc(C)c1CBr, CC#N, [Cl-], [K+], [K+], Cc1nc2c(N)cccn2c1C, [Na+]. Yields the product Cc1cc(F)cc(C)c1CNc1cccn2c(C)c(C)nc12. Reaction SMILES: [C:24](=[O:25])([O-:26])[O-:27].[CH2:35]([Cl:36])[Cl:37].[CH3:13][c:14]1[c:15]([CH2:16][Br:17])[c:18]([CH3:23])[cH:19][c:20]([F:22])[cH:21]1.[CH3:32][C:33]#[N:34].[Cl-:31].[K+:28].[K+:29].[NH2:1][c:2]1[c:3]2[n:4]([cH:5][cH:6][cH:7]1)[c:8]([CH3:12])[c:9]([CH3:11])[n:10]2.[Na+:30]>>[NH:1]([c:2]1[c:3]2[n:4]([cH:5][cH:6][cH:7]1)[c:8]([CH3:12])[c:9]([CH3:11])[n:10]2)[CH2:16][c:15]1[c:14]([CH3:13])[cH:21][c:20]([F:22])[cH:19][c:18]1[CH3:23].